Dataset: the Open Reaction Database (ORD), a public repository of structured organic reaction records. Task: describe an organic reaction: reactants, conditions, products, and yield Starting materials: CCN=C=O, C#CCCCN1CCNCC1, ClCCl. Product: C#CCCCN1CCN(C(=O)NCC)CC1. As a reaction SMILES: [CH2:12]([CH3:13])[N:14]=[C:15]=[O:16].[CH2:1]([CH2:2][CH2:3][C:4]#[CH:5])[N:6]1[CH2:7][CH2:8][NH:9][CH2:10][CH2:11]1.[Cl:17][CH2:18][Cl:19]>>[CH2:1]([CH2:2][CH2:3][C:4]#[CH:5])[N:6]1[CH2:7][CH2:8][N:9]([C:15]([NH:14][CH2:12][CH3:13])=[O:16])[CH2:10][CH2:11]1.